From a dataset of the Open Reaction Database (ORD), a public repository of structured organic reaction records. describe an organic reaction: reactants, conditions, products, and yield The reactants are NCCc1ccccc1, COc1ccc(OCCCN(C)C)c(C=O)c1, Cc1ccccc1. The product is COc1ccc(OCCCN(C)C)c(C=NCCc2ccccc2)c1. RXN SMILES: [CH2:18]([CH2:19][c:20]1[cH:21][cH:22][cH:23][cH:24][cH:25]1)[NH2:26].[CH3:1][N:2]([CH2:3][CH2:4][CH2:5][O:6][c:7]1[c:8]([CH:9]=[O:10])[cH:11][c:12]([O:15][CH3:16])[cH:13][cH:14]1)[CH3:17].[CH3:27][c:28]1[cH:29][cH:30][cH:31][cH:32][cH:33]1>>[CH3:1][N:2]([CH2:3][CH2:4][CH2:5][O:6][c:7]1[c:8]([CH:9]=[N:26][CH2:18][CH2:19][c:20]2[cH:21][cH:22][cH:23][cH:24][cH:25]2)[cH:11][c:12]([O:15][CH3:16])[cH:13][cH:14]1)[CH3:17].